Dataset: the Open Reaction Database (ORD), a public repository of structured organic reaction records. Task: describe an organic reaction: reactants, conditions, products, and yield Reactants: ice, [OH-].[Na+] (sodium hydroxide), C(C)(C)(C)OC(=O)N1CCN(C2=CC=C(C=C12)CCC(=O)OCC)C(CC1=CC(=C(C=C1)NC(=O)NC1=C(C=CC=C1)C)OC)=O (7-(-2-ethoxycarbonyl-ethyl)-4-{[3-methoxy-4-(3-o-tolyl-ureido)-phenyl]-acetyl}-3,4-dihydro-2H-quinoxaline-1-carboxylic acid tert-butyl ester), FC(C(=O)O)(F)F (trifluoroacetic acid), FC(C(=O)O)(F)F (trifluoroacetic acid). Solvent: ClCCl (dichloromethane). The product is COC=1C=C(C=CC1NC(=O)NC1=C(C=CC=C1)C)CC(=O)N1CCNC2=CC(=CC=C12)CCC(=O)OCC (Ethyl 3-(1-{[3-methoxy-4-(3-o-tolyl-ureido)-phenyl]-acetyl}-1,2,3,4-tetrahydro-quinoxalin-6-yl)-propanoate). Yield: 67.4%. RXN SMILES: C(OC([N:8]1[C:17]2[C:12](=[CH:13][CH:14]=[C:15]([CH2:18][CH2:19][C:20]([O:22][CH2:23][CH3:24])=[O:21])[CH:16]=2)[N:11]([C:25](=[O:46])[CH2:26][C:27]2[CH:32]=[CH:31][C:30]([NH:33][C:34]([NH:36][C:37]3[CH:42]=[CH:41][CH:40]=[CH:39][C:38]=3[CH3:43])=[O:35])=[C:29]([O:44][CH3:45])[CH:28]=2)[CH2:10][CH2:9]1)=O)(C)(C)C.FC(F)(F)C(O)=O.[OH-].[Na+]>ClCCl>[CH3:45][O:44][C:29]1[CH:28]=[C:27]([CH2:26][C:25]([N:11]2[C:12]3[C:17](=[CH:16][C:15]([CH2:18][CH2:19][C:20]([O:22][CH2:23][CH3:24])=[O:21])=[CH:14][CH:13]=3)[NH:8][CH2:9][CH2:10]2)=[O:46])[CH:32]=[CH:31][C:30]=1[NH:33][C:34]([NH:36][C:37]1[CH:42]=[CH:41][CH:40]=[CH:39][C:38]=1[CH3:43])=[O:35] |f:2.3|. Procedure: A solution of 7-(-2-ethoxycarbonyl-ethyl)-4-{[3-methoxy-4-(3-o-tolyl-ureido)-phenyl]-acetyl}-3,4-dihydro-2H-quinoxaline-1-carboxylic acid tert-butyl ester (0.3 g, Reference Example 2) in dichloromethane (3 ml), at 0° C., was treated dropwise with trifluoroacetic acid (0.5 ml). After stirring for 2 hours at 0° C. a further portion of trifluoroacetic acid (0.5 ml) was added and stirring was continued for a further hour at 10° C. The reaction mixture was poured on crushed ice (50 ml), the pH of thi...